From a dataset of the Open Reaction Database (ORD), a public repository of structured organic reaction records. describe an organic reaction: reactants, conditions, products, and yield RXN SMILES: C(OC([NH:11][C@H:12]([C:20]([OH:22])=O)[CH2:13][CH2:14][CH2:15][NH:16][C:17](=[NH:19])[NH2:18])=O)C1C=CC=CC=1.[CH2:23]([S:26]([Cl:29])(=[O:28])=[O:27])[CH2:24][CH3:25].[NH:30]1[CH2:34][CH2:33][CH2:32][CH2:31]1>>[ClH:29].[NH:19]=[C:17]([NH:18][S:26]([CH2:23][CH2:24][CH3:25])(=[O:28])=[O:27])[NH:16][CH2:15][CH2:14][CH2:13][C@@H:12]([C:20]([N:30]1[CH2:34][CH2:33][CH2:32][CH2:31]1)=[O:22])[NH2:11] |f:3.4|. Reactants: C(C1=CC=CC=C1)OC(=O)N[C@@H](CCCNC(N)=N)C(=O)O ((S)-N2-(benzyloxycarbonyl)-arginine), C(CC)S(=O)(=O)Cl (propanesulphonyl chloride), N1CCCC1 (pyrrolidine). Reported procedure: Starting from (S)-N2-(benzyloxycarbonyl)-arginine, propanesulphonyl chloride and pyrrolidine, the expected product is obtained according to the procedure described in Example 1. Yields the product Cl.N=C(NCCC[C@H](N)C(=O)N1CCCC1)NS(=O)(=O)CCC ((S)-1-[N5-{(Imino)-(propylsulphonylamino)-methyl}-ornithyl]-pyrrolidine Hydrochloride). Starting materials: C(CCCCCCC\C=C/CCCCC)OC1=CC=C(O1)C(=O)O (5-(cis-9-pentadecenyloxy)-2-furoic acid), C(CCCCCCCCCCCCC)OC1=CC=C(O1)C(=O)O (5-(tetradecyloxy)furoic acid). Yields the product C(CCCCCCC\C=C/CCCCC)OC1=CC=C(O1)C(=O)C (methyl 5-(cis-9-pentadecenyloxy)-2-furyl ketone). RXN SMILES: [CH2:1]([O:16][C:17]1[O:21][C:20]([C:22]([OH:24])=O)=[CH:19][CH:18]=1)[CH2:2][CH2:3][CH2:4][CH2:5][CH2:6][CH2:7][CH2:8]/[CH:9]=[CH:10]\[CH2:11][CH2:12][CH2:13][CH2:14][CH3:15].[CH2:25](OC1OC(C(O)=O)=CC=1)CCCCCCCCCCCCC>>[CH2:1]([O:16][C:17]1[O:21][C:20]([C:22]([CH3:25])=[O:24])=[CH:19][CH:18]=1)[CH2:2][CH2:3][CH2:4][CH2:5][CH2:6][CH2:7][CH2:8]/[CH:9]=[CH:10]\[CH2:11][CH2:12][CH2:13][CH2:14][CH3:15]. Reported procedure: When in the procedure of Example 1(B) an appropriate amount of 5-(cis-9-pentadecenyloxy)-2-furoic acid is substituted for 5-(tetradecyloxy)furoic acid, methyl 5-(cis-9-pentadecenyloxy)-2-furyl ketone is obtained. Starting materials: N([C@@H](CC1=CN(C=N1)S(=O)(=O)C1=CC=C(C)C=C1)C(=O)N[C@@H](CCCCNC(=O)OCC1=CC=CC=C1)C(=O)OCC1=CC=CC=C1)C(=O)OC(C)(C)C (Boc-His(Tos)-Lys(Z)-OBzl), S(=O)(=O)(C1=CC=C(C)C=C1)O.O (TosOH.H2O), O (water). Solvent: O1CCOCC1 (dioxane). The product is N[C@@H](CC1=CN(C=N1)S(=O)(=O)C1=CC=C(C)C=C1)C(=O)N[C@@H](CCCCNC(=O)OCC1=CC=CC=C1)C(=O)OCC1=CC=CC=C1 (His(Tos)-Lys(Z)-OBzl). The yield is 86.3%. RXN SMILES: [NH:1](C(OC(C)(C)C)=O)[C@H:2]([C:19]([NH:21][C@H:22]([C:38]([O:40][CH2:41][C:42]1[CH:47]=[CH:46][CH:45]=[CH:44][CH:43]=1)=[O:39])[CH2:23][CH2:24][CH2:25][CH2:26][NH:27][C:28]([O:30][CH2:31][C:32]1[CH:37]=[CH:36][CH:35]=[CH:34][CH:33]=1)=[O:29])=[O:20])[CH2:3][C:4]1[N:8]=[CH:7][N:6]([S:9]([C:12]2[CH:18]=[CH:17][C:15]([CH3:16])=[CH:14][CH:13]=2)(=[O:11])=[O:10])[CH:5]=1.S(O)(C1C=CC(C)=CC=1)(=O)=O.O.O>O1CCOCC1>[NH2:1][C@H:2]([C:19]([NH:21][C@H:22]([C:38]([O:40][CH2:41][C:42]1[CH:43]=[CH:44][CH:45]=[CH:46][CH:47]=1)=[O:39])[CH2:23][CH2:24][CH2:25][CH2:26][NH:27][C:28]([O:30][CH2:31][C:32]1[CH:37]=[CH:36][CH:35]=[CH:34][CH:33]=1)=[O:29])=[O:20])[CH2:3][C:4]1[N:8]=[CH:7][N:6]([S:9]([C:12]2[CH:18]=[CH:17][C:15]([CH3:16])=[CH:14][CH:13]=2)(=[O:11])=[O:10])[CH:5]=1 |f:1.2|. Procedure: 5.0 g of Boc-His(Tos)-Lys(Z)-OBzl was added to 9.8 g of TosOH.H2O dissolved in 26 of dioxane, which was then left at room temperature for an hour with occasional shaking. Next, water was added to it and the mixture was extracted with ethyl acetate. The extract was washed with sodium bicarbonate aqueous solution and saturated saline, and dried over sodium sulfate anhydride. Thereafter, the solvent was distilled off to obtain 3.75 g of His(Tos)-Lys(Z)-OBzl as a pale brown oily matter. Reaction SMILES: [C:1]1([C:7]2[CH:11]=[C:10]([C:12](=[O:17])[CH2:13][CH:14]([CH3:16])[CH3:15])[O:9][N:8]=2)[CH:6]=[CH:5][CH:4]=[CH:3][CH:2]=1.Cl.[NH:19]1[CH2:24][CH2:23][CH2:22][CH2:21][CH2:20]1.C=O>>[C:1]1([C:7]2[CH:11]=[C:10]([C:12](=[O:17])[CH:13]([CH2:24][N:19]3[CH2:20][CH2:21][CH2:22][CH2:23]3)[CH:14]([CH3:15])[CH3:16])[O:9][N:8]=2)[CH:2]=[CH:3][CH:4]=[CH:5][CH:6]=1 |f:1.2|. The reactants are C1(=CC=CC=C1)C1=NOC(=C1)C(CC(C)C)=O (3-phenyl-5-(3-methylbutyryl)isoxazole), Cl.N1CCCCC1 (piperidine hydrochloride), C=O (paraformaldehyde). Procedure: From 1.5 g (6.6 mmol) of 3-phenyl-5-(3-methylbutyryl)isoxazole prepared above in the procedure (2), 0.84 g (7.9 mmol) of piperidine hydrochloride, and 0.26 g (8.7 mmol) of paraformaldehyde, the free base of 3-phenyl-5-{2-(1-pyrrolidinylmethyl)-3-methylbutyryl}isoxazole was obtained as crystals in a manner similar to Example 28. Product: C1(=CC=CC=C1)C1=NOC(=C1)C(C(C(C)C)CN1CCCC1)=O (3-phenyl-5-{2-(1-pyrrolidinylmethyl)-3-methylbutyryl}isoxazole). Starting materials: N#Cc1cc(Cl)cn1-c1ccc(CBr)cc1, O=C([O-])O, CCSc1nc2c(C)ccnc2[nH]1, CN(C)C=O, [H-], [Na+], [Na+]. Product: CCSc1nc2c(C)ccnc2n1Cc1ccc(-n2cc(Cl)cc2C#N)cc1. RXN SMILES: [Br:16][CH2:17][c:18]1[cH:19][cH:20][c:21](-[n:24]2[c:25]([C:30]#[N:31])[cH:26][c:27]([Cl:29])[cH:28]2)[cH:22][cH:23]1.[C:32](=[O:33])([OH:34])[O-:35].[CH2:1]([CH3:2])[S:3][c:4]1[n:5][c:6]2[c:7]([n:8][cH:9][cH:10][c:11]2[CH3:12])[nH:13]1.[CH3:37][N:38]([CH3:39])[CH:40]=[O:41].[H-:14].[Na+:15].[Na+:36]>>[CH2:1]([CH3:2])[S:3][c:4]1[n:5][c:6]2[c:7]([n:8][cH:9][cH:10][c:11]2[CH3:12])[n:13]1[CH2:17][c:18]1[cH:19][cH:20][c:21](-[n:24]2[c:25]([C:30]#[N:31])[cH:26][c:27]([Cl:29])[cH:28]2)[cH:22][cH:23]1.